This data is from the Open Reaction Database (ORD), a public repository of structured organic reaction records. The task is: describe an organic reaction: reactants, conditions, products, and yield Starting materials: BrC=1C=C2C=CC(NC2=C(C1)C)=O (6-bromo-8-methyl-2-(1H)-quinolone), C(C)(=O)C=1N=C(NC1)C (4-acetyl-2-methylimidazole), copper bronze, C([O-])([O-])=O.[K+].[K+] (potassium carbonate), II (iodine), BrC=1C(NC2=CC=CC=C2C1)=O (bromo-quinolone). The solvent is ClCCl (dichloromethane), CO (methanol), CN1C(CCC1)=O (N-methyl-2-pyrrolidone). The product is C(C)(=O)C=1N=C(N(C1)C=1C=C2C=CC(NC2=C(C1)C)=O)C (6-(4-acetyl-2-methylimidazol-1-yl)-8-methyl-2-(1H)-quinolone). RXN SMILES: Br[C:2]1[CH:3]=[C:4]2[C:9](=[C:10]([CH3:12])[CH:11]=1)[NH:8][C:7](=[O:13])[CH:6]=[CH:5]2.[C:14]([C:17]1[N:18]=[C:19]([CH3:22])[NH:20][CH:21]=1)(=[O:16])[CH3:15].C(=O)([O-])[O-].[K+].[K+].II.BrC1C(=O)NC2C(C=1)=CC=CC=2>CN1CCCC1=O.ClCCl.CO>[C:14]([C:17]1[N:18]=[C:19]([CH3:22])[N:20]([C:2]2[CH:3]=[C:4]3[C:9](=[C:10]([CH3:12])[CH:11]=2)[NH:8][C:7](=[O:13])[CH:6]=[CH:5]3)[CH:21]=1)(=[O:16])[CH3:15] |f:2.3.4|. Reported procedure: A mixture of 6-bromo-8-methyl-2-(1H)-quinolone (2.38 g), (see Preparation 67 of European patent application publication No. 0148623), 4-acetyl-2-methylimidazole (2.48 g), finely divided copper-bronze (0.64 g), potassium carbonate (1.38 g), and a few crystals of iodine was stirred and heated in N-methyl-2-pyrrolidone (8 cm3) at 190° C. for 24 hours under nitrogen. The cooled mixture was then poured into methanol:dichloromethane (100 cm3, 1:10 by volume), stirred and filtered. The filtrate was pou... Reactants: OC1=CC=C(C=O)C=C1 (p-Hydroxybenzaldehyde), ClCC1=CC(=NC2=CC=CC=C12)C (4-chloromethyl-2-methyl-quinoline), C([O-])([O-])=O.[K+].[K+] (potassium carbonate). Solvent: C(C)#N (acetonitrile), C(C)(=O)OCC (ethyl acetate). Product: CC1=NC2=CC=CC=C2C(=C1)COC1=CC=C(C=O)C=C1 (4-(2-methyl-quinolin-4-ylmethoxy)-benzaldehyde). Yield: 89.8%. As a reaction SMILES: [OH:1][C:2]1[CH:9]=[CH:8][C:5]([CH:6]=[O:7])=[CH:4][CH:3]=1.Cl[CH2:11][C:12]1[C:21]2[C:16](=[CH:17][CH:18]=[CH:19][CH:20]=2)[N:15]=[C:14]([CH3:22])[CH:13]=1.C(=O)([O-])[O-].[K+].[K+]>C(#N)C.C(OCC)(=O)C>[CH3:22][C:14]1[CH:13]=[C:12]([CH2:11][O:1][C:2]2[CH:9]=[CH:8][C:5]([CH:6]=[O:7])=[CH:4][CH:3]=2)[C:21]2[C:16](=[CH:17][CH:18]=[CH:19][CH:20]=2)[N:15]=1 |f:2.3.4|. Procedure details: p-Hydroxybenzaldehyde (3.18 g, 26.1 mmol), 4-chloromethyl-2-methyl-quinoline (5.0 g, 26.1 mmol), and potassium carbonate (7.2 g, 52 mmol) were combined in acetonitrile (100 mL) and heated to reflux overnight. The reaction was allowed to cool to room temperature, diluted with ethyl acetate, filtered to remove the solids, and concentrated to give a semi-solid residue. The crude product was crystallized from ethyl ether to give 4-(2-methyl-quinolin-4-ylmethoxy)-benzaldehyde (6.5 g, 90%) as an off w... The reactants are CCN=C=NCCCN(C)C, COc1ccc(CC(=O)O)cc1, ClCCl, Nc1ccccn1. Yields the product COc1ccc(CC(=O)Nc2ccccn2)cc1. Reaction SMILES: [CH2:13]([N:14]=[C:15]=[N:16][CH2:17][CH2:18][CH2:19][N:20]([CH3:21])[CH3:22])[CH3:23].[CH3:1][O:2][c:3]1[cH:4][cH:5][c:6]([CH2:9][C:10](=[O:11])[OH:12])[cH:7][cH:8]1.[Cl:31][CH2:32][Cl:33].[NH2:24][c:25]1[n:26][cH:27][cH:28][cH:29][cH:30]1>>[CH3:1][O:2][c:3]1[cH:4][cH:5][c:6]([CH2:9][C:10](=[O:12])[NH:24][c:25]2[n:26][cH:27][cH:28][cH:29][cH:30]2)[cH:7][cH:8]1. The reactants are COC(=O)c1ccc(-n2nc3c4ccccc4[nH]c(-c4ccc([N+](=O)[O-])cc4)c-3c2=O)cc1, CC(=O)O, CCO, CN(C)C=O. Yields the product COC(=O)c1ccc(-n2nc3c4ccccc4[nH]c(-c4ccc(N)cc4)c-3c2=O)cc1. RXN SMILES: [CH3:1][O:2][C:3]([c:4]1[cH:5][cH:6][c:7](-[n:10]2[n:11][c:12]3[c:21]4[c:16]([nH:15][c:14](-[c:22]5[cH:23][cH:24][c:25]([N+:28]([O-:29])=[O:30])[cH:26][cH:27]5)[c:13]-3[c:31]2=[O:32])[cH:17][cH:18][cH:19][cH:20]4)[cH:8][cH:9]1)=[O:33].[CH3:34][C:35](=[O:36])[OH:37].[CH3:38][CH2:39][OH:40].[O:41]=[CH:42][N:43]([CH3:44])[CH3:45]>>[CH3:1][O:2][C:3]([c:4]1[cH:5][cH:6][c:7](-[n:10]2[n:11][c:12]3[c:21]4[c:16]([nH:15][c:14](-[c:22]5[cH:23][cH:24][c:25]([NH2:28])[cH:26][cH:27]5)[c:13]-3[c:31]2=[O:32])[cH:17][cH:18][cH:19][cH:20]4)[cH:8][cH:9]1)=[O:33]. Reactants: CN1CCC2(CC1)CN(C(=O)OC(C)(C)C)C2, ClCCl, O=C(O)C(F)(F)F. The product is CN1CCC2(CC1)CNC2. RXN SMILES: [C:1]([O:2][C:3](=[O:4])[N:8]1[CH2:9][C:10]2([CH2:11]1)[CH2:12][CH2:13][N:14]([CH3:17])[CH2:15][CH2:16]2)([CH3:5])([CH3:6])[CH3:7].[Cl:25][CH2:26][Cl:27].[F:18][C:19]([F:20])([F:21])[C:22]([OH:23])=[O:24]>>[NH:8]1[CH2:9][C:10]2([CH2:11]1)[CH2:12][CH2:13][N:14]([CH3:17])[CH2:15][CH2:16]2.